Dataset: the Open Reaction Database (ORD), a public repository of structured organic reaction records. Task: describe an organic reaction: reactants, conditions, products, and yield Reactants: ClC1=C(C=C(C2=C1CCO2)C2O[C@@H]([C@H]([C@@H]([C@H]2OCC2=CC=CC=C2)OCC2=CC=CC=C2)OCC2=CC=CC=C2)COCC2=CC=CC=C2)CC2=CC=C(C=C2)CC (4-Chloro-5-(4-ethylbenzyl)-7-((3S,4R,5R,6R)-3,4,5-tris(benzyloxy)-6-(benzyloxymethyl)tetrahydro-2H-pyran-2-yl)-2,3-dihydrobenzofuran). Reagents/catalysts: [Pd] (Pd/C). Solvent: C1CCOC1.CO (THF MeOH). Reaction conditions: time 15 hour. Product: ClC1=C(C=C(C2=C1CCO2)[C@@H]2O[C@@H]([C@H]([C@@H]([C@H]2O)O)O)CO)CC2=CC=C(C=C2)CC ((2S,3R,4R,5S,6R)-2-(4-Chloro-5-(4-ethylbenzyl)-2,3-dihydrobenzofuran-7-yl)-6-(hydroxymethyl)tetrahydro-2H-pyran-3,4,5-triol). As a reaction SMILES: [Cl:1][C:2]1[C:7]2[CH2:8][CH2:9][O:10][C:6]=2[C:5]([CH:11]2[C@H:16]([O:17]CC3C=CC=CC=3)[C@@H:15]([O:25]CC3C=CC=CC=3)[C@H:14]([O:33]CC3C=CC=CC=3)[C@@H:13]([CH2:41][O:42]CC3C=CC=CC=3)[O:12]2)=[CH:4][C:3]=1[CH2:50][C:51]1[CH:56]=[CH:55][C:54]([CH2:57][CH3:58])=[CH:53][CH:52]=1>C1COCC1.CO.[Pd]>[Cl:1][C:2]1[C:7]2[CH2:8][CH2:9][O:10][C:6]=2[C:5]([C@H:11]2[C@H:16]([OH:17])[C@@H:15]([OH:25])[C@H:14]([OH:33])[C@@H:13]([CH2:41][OH:42])[O:12]2)=[CH:4][C:3]=1[CH2:50][C:51]1[CH:52]=[CH:53][C:54]([CH2:57][CH3:58])=[CH:55][CH:56]=1 |f:1.2|. Reported procedure: To a solution of compound 35 (1.03 g, 1.30 mmol) in THF/MeOH (30 mL/30 mL) was added Pd/C (10% Pd, 154 mg). The mixture was stirred at rt under hydrogen atmosphere for 15 h. The catalyst removed by filtration, and then the filtrate was concentrated in vacuo. The residue was purified by prep HPLC (reverse phase) to provide the compound E010 (0.28 g, 0.64 mmol, 49%).